Dataset: the Open Reaction Database (ORD), a public repository of structured organic reaction records. Task: describe an organic reaction: reactants, conditions, products, and yield Reactants: O=C([O-])[O-], CC(C)(C)O, ClCCl, [K+], [K+], O, CC(C)(C)OC(=O)N1CC=C(c2ccccc2)CC1. Product: CC(C)(C)OC(=O)N1CCC(O)(c2ccccc2)C(O)C1. As a reaction SMILES: [C:1]([O-:2])(=[O:3])[O-:4].[C:30]([OH:31])([CH3:32])([CH3:33])[CH3:34].[CH2:26]([Cl:27])[Cl:28].[K+:5].[K+:6].[OH2:29].[c:7]1([C:13]2=[CH:18][CH2:17][N:16]([C:19](=[O:20])[O:21][C:22]([CH3:23])([CH3:24])[CH3:25])[CH2:15][CH2:14]2)[cH:8][cH:9][cH:10][cH:11][cH:12]1>>[OH:2][C:13]1([c:7]2[cH:8][cH:9][cH:10][cH:11][cH:12]2)[CH2:14][CH2:15][N:16]([C:19](=[O:20])[O:21][C:22]([CH3:23])([CH3:24])[CH3:25])[CH2:17][CH:18]1[OH:29]. Reactants: [N+](=O)([O-])C=1C=C(C=C(C1)C(F)(F)F)OC1=CC(=CC(=C1)C(F)(F)F)[N+](=O)[O-] (3-nitro-5-(trifluoromethyl)phenyl ether), CC(=O)O (HOAc). Reagents/catalysts: Br (HBr). Yields the product [N+](=O)([O-])C=1C=C(C=C(C1)C(F)(F)F)O (3-nitro-5-(trifluoromethyl)phenol). Yield: 100.3%. RXN SMILES: [N+:1]([C:4]1[CH:5]=[C:6]([O:14]C2C=C(C(F)(F)F)C=C([N+]([O-])=O)C=2)[CH:7]=[C:8]([C:10]([F:13])([F:12])[F:11])[CH:9]=1)([O-:3])=[O:2].CC(O)=O>Br>[N+:1]([C:4]1[CH:5]=[C:6]([OH:14])[CH:7]=[C:8]([C:10]([F:11])([F:12])[F:13])[CH:9]=1)([O-:3])=[O:2]. Procedure: A solution of 3-nitro-5-(trifluoromethyl)phenyl ether (20.0 g, 0.090 mol) in HBr (74.7 mL, 1.38 mmol) and HOAc (279.8 mL, 4.92 mol) was heated at reflux until reaction was judged to be complete by LCMS. The reaction was concentrated to tan solid to yield the desired product (18.7 g, 96% yield). LCMS: (FA) ES− 206.2 (M−1).